Dataset: the Open Reaction Database (ORD), a public repository of structured organic reaction records. Task: describe an organic reaction: reactants, conditions, products, and yield Starting materials: CC(C)(C)OC(=O)N1CCC(=O)CC1, [Li]CCCC, Cn1ccnc1, C1CCOC1. Product: Cn1ccnc1C1(O)CCN(C(=O)OC(C)(C)C)CC1. RXN SMILES: [C:12]([CH3:13])([CH3:14])([CH3:15])[O:16][C:17](=[O:18])[N:19]1[CH2:20][CH2:21][C:22](=[O:25])[CH2:23][CH2:24]1.[CH2:7]([Li:8])[CH2:9][CH2:10][CH3:11].[CH3:1][n:2]1[cH:3][n:4][cH:5][cH:6]1.[O:26]1[CH2:27][CH2:28][CH2:29][CH2:30]1>>[CH3:1][n:2]1[c:3]([C:22]2([OH:25])[CH2:21][CH2:20][N:19]([C:17]([O:16][C:12]([CH3:13])([CH3:14])[CH3:15])=[O:18])[CH2:24][CH2:23]2)[n:4][cH:5][cH:6]1. Starting materials: O=C1C=2C=NC=CC2C=2C3=C(N=C(C12)OS(=O)(=O)C1=CC=C(C=C1)C)C=CC=C3 (toluene-4-sulfonic acid 7-oxo-7H-5,9-diaza-benzo[c]fluoren-6-yl ester), NCCCN(CCCN)C (N1-(3-amino-propyl)-N1-methyl-propane-1,3-diamine), C([O-])([O-])=O.[K+].[K+] (potassium carbonate). The solvent is ClCCl (dichloromethane). Product: CN(CCCNC1=NC2=C(C=3C=4C=CN=CC4C(C13)=O)C=CC=C2)CCCNC2=NC1=C(C=3C=4C=CN=CC4C(C23)=O)C=CC=C1 (6-(3-{methyl-[3-(7-oxo-7H-5,9-diaza-benzo[c]fluoren-6-ylamino)-propyl]-amino}-propylamino)-5,9-diaza-benzo[c]fluoren-7-one). Reaction SMILES: [O:1]=[C:2]1[C:14]2[C:13](OS(C3C=CC(C)=CC=3)(=O)=O)=[N:12][C:11]3[CH:26]=[CH:27][CH:28]=[CH:29][C:10]=3[C:9]=2[C:8]2[CH:7]=[CH:6][N:5]=[CH:4][C:3]1=2.[NH2:30][CH2:31][CH2:32][CH2:33][N:34]([CH3:39])[CH2:35][CH2:36][CH2:37][NH2:38].[C:40](=[O:43])([O-])[O-].[K+].[K+]>ClCCl>[CH3:39][N:34]([CH2:35][CH2:36][CH2:37][NH:38][C:13]1[C:14]2[C:40](=[O:43])[C:3]3[CH:4]=[N:5][CH:6]=[CH:7][C:8]=3[C:9]=2[C:10]2[CH:29]=[CH:28][CH:27]=[CH:26][C:11]=2[N:12]=1)[CH2:33][CH2:32][CH2:31][NH:30][C:13]1[C:14]2[C:2](=[O:1])[C:3]3[CH:4]=[N:5][CH:6]=[CH:7][C:8]=3[C:9]=2[C:10]2[CH:29]=[CH:28][CH:27]=[CH:26][C:11]=2[N:12]=1 |f:2.3.4|. Reported procedure: A mixture of toluene-4-sulfonic acid 7-oxo-7H-5,9-diaza-benzo[c]fluoren-6-yl ester (Reference Example 6c-2) (90 mg) and N1-(3-amino-propyl)-N1-methyl-propane-1,3-diamine (WAKO PURE CHEMICAL: 15 mg) and potassium carbonate (37 mg) was suspended in dichloromethane (10 ml) and heated at reflux temperature for five days under nitrogen. The mixture was roughly purified by short silica gel column chromatography developed by dichloromethane-methanol=100:1 and dichloromethane-methanol=1:1. The fractions... Reactants: CC(C(=O)OC)(C(=O)OC)C1=CC=C(C=C1)[N+](=O)[O-] (dimethyl 2-methyl-2-(4-nitrophenyl)malonate), [BH4-].[Na+] (NaBH4). The solvent is CO (methanol). Conditions: time 16 hour. Yields the product CC(CO)(CO)C1=CC=C(C=C1)[N+](=O)[O-] (2-methyl-2-(4-nitrophenyl)propane-1,3-diol). Isolated yield 40.5%. RXN SMILES: [CH3:1][C:2]([C:11]1[CH:16]=[CH:15][C:14]([N+:17]([O-:19])=[O:18])=[CH:13][CH:12]=1)([C:7](OC)=[O:8])[C:3](OC)=[O:4].[BH4-].[Na+]>CO>[CH3:1][C:2]([C:11]1[CH:16]=[CH:15][C:14]([N+:17]([O-:19])=[O:18])=[CH:13][CH:12]=1)([CH2:3][OH:4])[CH2:7][OH:8] |f:1.2|. Procedure: To a stirred solution of dimethyl 2-methyl-2-(4-nitrophenyl)malonate (5 g, 18.72 mmol, 1.0 eq) in methanol (50 mL) was added NaBH4 (2.12 g, 56.17 mmol, 3.0 eq) at 0° C. and stirred at RT for 16 h. The solvent was evaporated and the residue was diluted with water (50 mL). The product was extracted with EtOAc (2×60 mL). The combined organic layer was washed with brine (20 mL), dried over anhydrous Na2SO4, evaporated under reduced pressure. The crude product obtained was purified by CC using EtOAc/...